Dataset: the Open Reaction Database (ORD), a public repository of structured organic reaction records. Task: describe an organic reaction: reactants, conditions, products, and yield Starting materials: CC(C)C[AlH]CC(C)C (DIBAL-H), C(#N)C=1C=C(C(=O)OC)C=CC1C (methyl 3-cyano-4-methylbenzoate), O (H2O), Cl (HCl). Run in C(Cl)Cl (CH2Cl2), C(Cl)Cl (CH2Cl2). Run at temperature -78 celsius, time 40 minute. The product is OCC=1C=CC(=C(C=O)C1)C (5-(hydroxymethyl)-2-methylbenzaldehyde). Reaction SMILES: CC(C[AlH]CC(C)C)C.[C:10]([C:12]1[CH:13]=[C:14]([CH:19]=[CH:20][C:21]=1[CH3:22])[C:15](OC)=[O:16])#N.[OH2:23].Cl>C(Cl)Cl>[OH:16][CH2:15][C:14]1[CH:19]=[CH:20][C:21]([CH3:22])=[C:12]([CH:13]=1)[CH:10]=[O:23]. Procedure: To a stirring solution of 27 mL of DIBAL-H (1.5 M solution in toluene) in 10 mL of CH2Cl2 at −78° C. was added 1.32 g (7.54 mmol) of methyl 3-cyano-4-methylbenzoate in 35 mL of CH2Cl2 dropwise over a period of 30 min. After stirring for about 40 min. at −78° C., the solution was allowed to warm to r.t. After 75 min., the solution was cooled to −78° C. and 10 mL of H2O and 16 mL of 1N HCl were added. The cold bath was removed, and the mixture was allowed to warm to r.t. Concentrated HCl (5-6 mL) ...